This data is from the Open Reaction Database (ORD), a public repository of structured organic reaction records. The task is: describe an organic reaction: reactants, conditions, products, and yield Reactants: O.NN (hydrazine hydrate), C1(C=2C(C(N1CCC1=CC(=C(OCC(=O)OC(C)(C)C)C=C1)[N+](=O)[O-])=O)=CC=CC2)=O (t-butyl 4-[2-(phthalimido)ethyl]-2-nitrophenoxyacetate). Solvent: C(C)O (ethanol), C(C)O (ethanol). Reaction conditions: temperature 100 celsius. Product: NCCC1=CC(=C(OCC(=O)OC(C)(C)C)C=C1)[N+](=O)[O-] (t-butyl 4-(2-aminoethyl)-2-nitrophenoxyacetate). Reaction SMILES: O.NN.C1(=O)[N:8]([CH2:9][CH2:10][C:11]2[CH:25]=[CH:24][C:14]([O:15][CH2:16][C:17]([O:19][C:20]([CH3:23])([CH3:22])[CH3:21])=[O:18])=[C:13]([N+:26]([O-:28])=[O:27])[CH:12]=2)C(=O)C2=CC=CC=C12>C(O)C>[NH2:8][CH2:9][CH2:10][C:11]1[CH:25]=[CH:24][C:14]([O:15][CH2:16][C:17]([O:19][C:20]([CH3:23])([CH3:22])[CH3:21])=[O:18])=[C:13]([N+:26]([O-:28])=[O:27])[CH:12]=1 |f:0.1|. Procedure: 5 ml of ethanol solution of 1.02 g of hydrazine hydrate were added to 35 ml of ethanol solution of 4.36 g of t-butyl 4-[2-(phthalimido)ethyl]-2-nitrophenoxyacetate and heated under reflux for 2 hours at 100° C. in an argon stream. After cooling, the reaction mixture was filtered through celite, and the filtrate concentrated under reduced pressure. The yellow crystals of t-butyl 4-(2-aminoethyl)-2-nitrophenoxyacetate thus obtained were used in the next reaction without purification. The reactants are C([O-])([O-])=O.[K+].[K+] (Potassium carbonate), C(C1=CC=CC=C1)(=N)N (benzamidine), ClC1=C(C=C(C#N)C#N)C=CC(=C1)Cl (2-(2,4-dichloro-benzylidene)-malononitrile). The solvent is CO (methanol). Run at time 1 hour. Product: NC1=NC(=NC(=C1C#N)C1=C(C=C(C=C1)Cl)Cl)C1=CC=CC=C1 (4-Amino-6-(2,4-dichloro-phenyl)-2-phenyl-pyrimidine-5-carbonitrile). RXN SMILES: C(=O)([O-])[O-].[K+].[K+].[C:7]([NH2:15])(=[NH:14])[C:8]1[CH:13]=[CH:12][CH:11]=[CH:10][CH:9]=1.[Cl:16][C:17]1[CH:28]=[C:27]([Cl:29])[CH:26]=[CH:25][C:18]=1[CH:19]=[C:20]([C:23]#[N:24])[C:21]#[N:22]>CO>[NH2:24][C:23]1[C:20]([C:21]#[N:22])=[C:19]([C:18]2[CH:25]=[CH:26][C:27]([Cl:29])=[CH:28][C:17]=2[Cl:16])[N:15]=[C:7]([C:8]2[CH:13]=[CH:12][CH:11]=[CH:10][CH:9]=2)[N:14]=1 |f:0.1.2|. Reported procedure: Potassium carbonate (4.34 g, 31.4 mmol) and benzamidine (2.59 g, 21.5 mmol) were added at to a suspension of 2-(2,4-dichloro-benzylidene)-malononitrile (4 g, 17.9 mmol) in methanol. The yellow mixture was stirred for 1 h at room temperature and then heated to reflux for an additional 2 h. After cooling, the solvent was removed at reduced pressure, the residue was taken up in ethyl acetate/ice. The organic phase was separated, washed with water, and dried over sodium sulfate. The solvent was evap... The reactants are C(C1=CC=CC=C1)N1OCC2C1(CC(C2)O[Si](C)(C)C(C)(C)C)C=2C=C(C=CC2)C2=CC(=CC=C2)OC (1-benzyl-5-(tert-butyldimethylsilyloxy)-6a-(3′-methoxybiphenyl-3-yl)hexahydro-1H-cyclopenta[c]isoxazole). Reagents/catalysts: [Pd] (palladium on carbon). Run in C(C)(=O)O (acetic acid). Conditions: time 19 hour. Product: NC1(C(CC(C1)O[Si](C)(C)C(C)(C)C)CO)C=1C=C(C=CC1)C1=CC(=CC=C1)OC ((2-Amino-4-(tert-butyldimethylsilyloxy)-2-(3′-methoxybiphenyl-3-yl)cyclopentyl)methanol). As a reaction SMILES: C([N:8]1[C:12]2([C:24]3[CH:25]=[C:26]([C:30]4[CH:35]=[CH:34][CH:33]=[C:32]([O:36][CH3:37])[CH:31]=4)[CH:27]=[CH:28][CH:29]=3)[CH2:13][CH:14]([O:16][Si:17]([C:20]([CH3:23])([CH3:22])[CH3:21])([CH3:19])[CH3:18])[CH2:15][CH:11]2[CH2:10][O:9]1)C1C=CC=CC=1>[Pd].C(O)(=O)C>[NH2:8][C:12]1([C:24]2[CH:25]=[C:26]([C:30]3[CH:35]=[CH:34][CH:33]=[C:32]([O:36][CH3:37])[CH:31]=3)[CH:27]=[CH:28][CH:29]=2)[CH2:13][CH:14]([O:16][Si:17]([C:20]([CH3:21])([CH3:23])[CH3:22])([CH3:18])[CH3:19])[CH2:15][CH:11]1[CH2:10][OH:9]. Procedure: A mixture of 1-benzyl-5-(tert-butyldimethylsilyloxy)-6a-(3′-methoxybiphenyl-3-yl)hexahydro-1H-cyclopenta[c]isoxazole (2.04 g, 3.76 mmol) and palladium on carbon (0.400 g) in acetic acid (10 mL) is stirred at room temperature under hydrogen atmosphere (50 psi) for 19 hours. The reaction is filtered through a pad of diatomaceous earth and the filter cake is washed with methanol three times and the filtrate is concentrated under reduced pressure. The residue is dissolved in dichloromethane, the pH ...